Dataset: the Open Reaction Database (ORD), a public repository of structured organic reaction records. Task: describe an organic reaction: reactants, conditions, products, and yield The reactants are COC=1C=C(C=C(C1OC)OC)\C=C/C1=CC(=C(C=C1)OC(F)F)[N+](=O)[O-] ((Z)-1-(3,4,5-trimethoxyphenyl)-2-(3′-nitro-4′-difluoromethoxy-phenyl)ethene), S(=S)(=O)([O-])[O-].[Na+].[Na+] (sodium thiosulphate). The solvent is CC(=O)C.O (acetone water). Reaction conditions: temperature 50 celsius. Product: COC=1C=C(C=C(C1OC)OC)\C=C/C1=CC(=C(C=C1)OC(F)F)N ((Z)-1-(3,4,5-trimethoxyphenyl)-2-(3′-amino-4′-difluoromethoxyphenyl)-ethene). Isolated yield 68.5%. RXN SMILES: [CH3:1][O:2][C:3]1[CH:4]=[C:5](/[CH:13]=[CH:14]\[C:15]2[CH:20]=[CH:19][C:18]([O:21][CH:22]([F:24])[F:23])=[C:17]([N+:25]([O-])=O)[CH:16]=2)[CH:6]=[C:7]([O:11][CH3:12])[C:8]=1[O:9][CH3:10].S([O-])([O-])(=O)=S.[Na+].[Na+]>CC(C)=O.O>[CH3:12][O:11][C:7]1[CH:6]=[C:5](/[CH:13]=[CH:14]\[C:15]2[CH:20]=[CH:19][C:18]([O:21][CH:22]([F:23])[F:24])=[C:17]([NH2:25])[CH:16]=2)[CH:4]=[C:3]([O:2][CH3:1])[C:8]=1[O:9][CH3:10] |f:1.2.3,4.5|. Procedure details: 4.1 grams (10.8 mmol) of (Z)-1-(3,4,5-trimethoxyphenyl)-2-(3′-nitro-4′-difluoromethoxy-phenyl)ethene was dissolved in 10 ml of acetone/water (V/V, 2:1). The mixture was heated to 50°C., and was stirred to dissolve all the solid. 18.8 grams of sodium thiosulphate was added and the reaction mixture was heated to reflux for 6 hours. The reaction was monitored by TLC. After the reaction was completed, the reaction mixture was cooled to room temperature. The organic layer was separated, and the water... Starting materials: COC1=CC=C(C=C1)N1CCN(CC1)C1=CC=C(C=C1)NC(=O)NN (N-{4-[4-(4-methoxyphenyl)-1-piperazinyl]phenyl}hydrazinecarboxamide), C(C)(=O)O.C(N)=N (methanimidamide acetate), CS(=O)C (dimethyl sulfoxide), O(C(C)C)C(C)C (2,2'-oxybispropane). Procedure details: A mixture of 3.4 parts of N-{4-[4-(4-methoxyphenyl)-1-piperazinyl]phenyl}hydrazinecarboxamide, 3 parts of methanimidamide acetate and 10 parts of dimethyl sulfoxide is stirred and heated for 2 hours at 100° C. The reaction mixture is cooled and poured onto a mixture of 4-methyl-2-pentanone and 2,2'-oxybispropane. The precipitated product is filtered off and crystallized from N,N-dimethylformamide (activated charcoal), yielding 1 part (28%) of 2,4-dihydro-4-{4-[4-(4-methoxyphenyl)-1-piperazinyl]p... Reaction conditions: temperature 100 celsius. RXN SMILES: [CH3:1][O:2][C:3]1[CH:8]=[CH:7][C:6]([N:9]2[CH2:14][CH2:13][N:12]([C:15]3[CH:20]=[CH:19][C:18]([NH:21][C:22]([NH:24][NH2:25])=[O:23])=[CH:17][CH:16]=3)[CH2:11][CH2:10]2)=[CH:5][CH:4]=1.[C:26](O)(=O)C.C(=N)N.CS(C)=O.O(C(C)C)C(C)C>CC(C)CC(=O)C>[CH3:1][O:2][C:3]1[CH:4]=[CH:5][C:6]([N:9]2[CH2:10][CH2:11][N:12]([C:15]3[CH:20]=[CH:19][C:18]([N:21]4[CH:26]=[N:25][NH:24][C:22]4=[O:23])=[CH:17][CH:16]=3)[CH2:13][CH2:14]2)=[CH:7][CH:8]=1 |f:1.2|. Yield: 28.0%. Yields the product COC1=CC=C(C=C1)N1CCN(CC1)C1=CC=C(C=C1)N1C(NN=C1)=O (2,4-dihydro-4-{4-[4-(4-methoxyphenyl)-1-piperazinyl]phenyl}-3H-1,2,4-triazol-3-one). Run in CC(CC(C)=O)C (4-methyl-2-pentanone).